From a dataset of the Open Reaction Database (ORD), a public repository of structured organic reaction records. describe an organic reaction: reactants, conditions, products, and yield The reactants are C(C1=CC=CC=C1)OCN1C(CCC2=CC3=C(C=C12)CCN(CC3C)C(=O)OC(C)(C)C)=O (t-butyl 1-[(benzyloxy)methyl]-6-methyl-2-oxo-1,2,3,4,6,7,9,10-octahydro-8H-azepino[4,5-g]quinoline-8-carboxylate), Br (hydrobromic acid). Run at time 2 hour. Product: CC1CN(CCC2=C1C=C1CCC(NC1=C2)=O)C(=O)OC(C)(C)C (t-butyl 6-methyl-2-oxo-1,2,3,4,6,7,9,10-octahydro-8H-azepino[4,5-g]quinoline-8-carboxylate). Yield: 104.4%. Reaction SMILES: C(OC[N:10]1[C:19]2[C:14](=[CH:15][C:16]3[CH:24]([CH3:25])[CH2:23][N:22]([C:26]([O:28][C:29]([CH3:32])([CH3:31])[CH3:30])=[O:27])[CH2:21][CH2:20][C:17]=3[CH:18]=2)[CH2:13][CH2:12][C:11]1=[O:33])C1C=CC=CC=1.Br>>[CH3:25][CH:24]1[C:16]2[CH:15]=[C:14]3[C:19](=[CH:18][C:17]=2[CH2:20][CH2:21][N:22]([C:26]([O:28][C:29]([CH3:30])([CH3:32])[CH3:31])=[O:27])[CH2:23]1)[NH:10][C:11](=[O:33])[CH2:12][CH2:13]3. Procedure details: 670 mg of t-butyl 1-[(benzyloxy)methyl]-6-methyl-2-oxo-1,2,3,4,6,7,9,10-octahydro-8H-azepino[4,5-g]quinoline-8-carboxylate was stirred at room temperature for 3.5 hours in a 48% aqueous hydrobromic acid solution. The reaction mixture was extracted with hexane and a side-product, benzyl bromide, was removed. Then, the aqueous layer was alkalified by the addition of a 1 M aqueous sodium hydroxide solution, and 20 ml of tetrahydrofuran was added thereto. To the mixed liquid was added 500 mg of di-t... The reactants are Nc1ccc(Nc2cc(Cl)nn3ccnc23)cc1, NC1CCC(N)CC1, O. Yields the product Nc1ccc(Nc2cc(NC3CCC(N)CC3)nn3ccnc23)cc1. Reaction SMILES: [Cl:1][c:2]1[cH:3][c:4]([NH:11][c:12]2[cH:13][cH:14][c:15]([NH2:18])[cH:16][cH:17]2)[c:5]2[n:6]([n:7]1)[cH:8][cH:9][n:10]2.[NH2:19][CH:20]1[CH2:21][CH2:22][CH:23]([NH2:26])[CH2:24][CH2:25]1.[OH2:27]>>[c:2]1([NH:26][CH:23]2[CH2:22][CH2:21][CH:20]([NH2:19])[CH2:25][CH2:24]2)[cH:3][c:4]([NH:11][c:12]2[cH:13][cH:14][c:15]([NH2:18])[cH:16][cH:17]2)[c:5]2[n:6]([n:7]1)[cH:8][cH:9][n:10]2. Reactants: NC1=CC=C(C=C1)C1=C(SC=2N=CN=C(C21)N)C (5-(4-aminophenyl)-6-methylthieno[2,3-d]pyrimidin-4-amine), C1=CC=C(C=C1)OC(=NC#N)OC2=CC=CC=C2 (diphenyl cyanocarbonimidate). Solvent: CN(C)C=O (DMF). Product: NC=1C2=C(N=CN1)SC(=C2C2=CC=C(C=C2)NC(OC2=CC=CC=C2)=NC#N)C (phenyl N-[4-(4-amino-6-methylthieno[2,3-d]pyrimidin-5-yl)phenyl]-N′-cyanoimidocarbamate). Isolated yield 24.0%. Reaction SMILES: [NH2:1][C:2]1[CH:7]=[CH:6][C:5]([C:8]2[C:16]3[C:15]([NH2:17])=[N:14][CH:13]=[N:12][C:11]=3[S:10][C:9]=2[CH3:18])=[CH:4][CH:3]=1.[CH:19]1[CH:24]=[CH:23][C:22]([O:25][C:26](OC2C=CC=CC=2)=[N:27][C:28]#[N:29])=[CH:21][CH:20]=1>CN(C=O)C>[NH2:17][C:15]1[C:16]2[C:8]([C:5]3[CH:4]=[CH:3][C:2]([NH:1][C:26](=[N:27][C:28]#[N:29])[O:25][C:22]4[CH:23]=[CH:24][CH:19]=[CH:20][CH:21]=4)=[CH:7][CH:6]=3)=[C:9]([CH3:18])[S:10][C:11]=2[N:12]=[CH:13][N:14]=1. Procedure details: A solution of Example 1E (0.4 g, 1.56 mmol) and diphenyl cyanocarbonimidate (0.372 g, 1.56 mmol) in DMF (10 mL) was heated to 90° C. for 2 days, cooled to room temperature, quenched with water, and filtered. The filter cake was suspended in ethanol and filtered. The filtrate was concentrated and purified by flash column chromatography on silica gel with 5 to 8% methanol/dichloromethane to provide the desired product (150 mg). MS(ESI(+)) m/e 401(M+H)+; 1H NMR (300 MHz, DMSO-d6) δ 11.06 (s, 1H); 8...